From a dataset of the Open Reaction Database (ORD), a public repository of structured organic reaction records. describe an organic reaction: reactants, conditions, products, and yield The reactants are [Cl-], O=N[O-], Cc1ccc(Cl)c2sc(N)nc12, [Na+], [Na+], O. Yields the product Cc1ccc(Cl)c2sc(Cl)nc12. As a reaction SMILES: [Cl-:17].[N:13]([O-:14])=[O:15].[NH2:1][c:2]1[s:3][c:4]2[c:5]([n:6]1)[c:7]([CH3:12])[cH:8][cH:9][c:10]2[Cl:11].[Na+:16].[Na+:18].[OH2:19]>>[c:2]1([Cl:17])[s:3][c:4]2[c:5]([n:6]1)[c:7]([CH3:12])[cH:8][cH:9][c:10]2[Cl:11]. The reactants are compound 139, Cl.ClCC1=C(N=C2N1C=CC=C2)C2=CC=C(C=C2)Cl (3-(chloromethyl)-2-(4-chlorophenyl)imidazo[1,2-a]pyridine hydrochloride), ClC1=NC(=NC(=C1)C)N (4-chloro-6-methylpyrimidin-2-amine). The product is ClC1=NC(=NC(=C1)C)NCC1=C(N=C2N1C=CC=C2)C2=CC=C(C=C2)Cl (4-chloro-N-((2-(4-chlorophenyl)imidazo[1,2-a]pyridin-3-yl)methyl)-6-methylpyrimidin-2-amine). As a reaction SMILES: Cl.Cl[CH2:3][C:4]1[N:8]2[CH:9]=[CH:10][CH:11]=[CH:12][C:7]2=[N:6][C:5]=1[C:13]1[CH:18]=[CH:17][C:16]([Cl:19])=[CH:15][CH:14]=1.[Cl:20][C:21]1[CH:26]=[C:25]([CH3:27])[N:24]=[C:23]([NH2:28])[N:22]=1>>[Cl:20][C:21]1[CH:26]=[C:25]([CH3:27])[N:24]=[C:23]([NH:28][CH2:3][C:4]2[N:8]3[CH:9]=[CH:10][CH:11]=[CH:12][C:7]3=[N:6][C:5]=2[C:13]2[CH:18]=[CH:17][C:16]([Cl:19])=[CH:15][CH:14]=2)[N:22]=1 |f:0.1|. Procedure: The title compound was prepared according to Method A and the experimentals described for compound 139 from 3-(chloromethyl)-2-(4-chlorophenyl)imidazo[1,2-a]pyridine hydrochloride and 4-chloro-6-methylpyrimidin-2-amine. M/e+, 384.1, 386 for C19H15C12N5. 1H-NMR (400 MHz, CDCl3, δ) 8.25 (m, 1H), 7.74 (d, J=6.598 Hz, 2H), 7.63 (m, 1H), 7.42 (d, J=6.599 Hz, 2H), 7.24 (m, 1H), 6.84 (m, 1H), 6.55 (s, 1H), 5.41 (s, NH), 5.05 (d, J=5.13 Hz, 2H, D, CH2), 2.318 (s, 3H, D, CH3) ppm. Starting materials: CN1N=CC(=C1C=O)[N+](=O)[O-] (2-methyl-4-nitro-pyrazole-3-carbaldehyde), CN1N=CC(=C1C=O)[N+](=O)[O-] (2-methyl-4-nitro-pyrazole-3-carbaldehyde), C(C)[Si](OC(=C)\C(=C\C)\C)(CC)CC ((E)-triethyl((3-methylpenta-1,3-dien-2-yl)oxy)silane). Reaction conditions: temperature 65 celsius. Product: CC1=C(CC(OC1C)C1=C(C=NN1C)[N+](=O)[O-])O[Si](CC)(CC)CC (5-(5,6-dimethyl-4-((triethylsilyl)oxy)-3,6-dihydro-2H-pyran-2-yl)-1-methyl-4-nitro-1H-pyrazole). Reaction SMILES: [CH3:1][N:2]1[C:6]([CH:7]=[O:8])=[C:5]([N+:9]([O-:11])=[O:10])[CH:4]=[N:3]1.[CH2:12]([Si:14]([CH2:24][CH3:25])([CH2:22][CH3:23])[O:15][C:16](/[C:18](/[CH3:21])=[CH:19]/[CH3:20])=[CH2:17])[CH3:13]>>[CH3:21][C:18]1[CH:19]([CH3:20])[O:8][CH:7]([C:6]2[N:2]([CH3:1])[N:3]=[CH:4][C:5]=2[N+:9]([O-:11])=[O:10])[CH2:17][C:16]=1[O:15][Si:14]([CH2:22][CH3:23])([CH2:12][CH3:13])[CH2:24][CH3:25]. Procedure: To a solution of (E)-3-methylpent-3-en-2-one (2.69 mL, 24.1 mmol) in DCM (200 mL) cooled to 0° C. was added Et3N (10.5 mL, 79.5 mmol) followed by TESOTf (6.0 mL, 26.5 mmol). The mixture was warmed to room temperature and stirred for 18 hr. Saturated aqueous NaHCO3 solution (100 mL) and DCM (200 mL) were added. The aqueous layer was extracted with DCM (3×200 mL) and the combined organic layers were washed with brine (100 mL), separated, dried over MgSO4 and concentrated under reduced pressure to ...